describe an organic reaction: reactants, conditions, products, and yield From a dataset of the Open Reaction Database (ORD), a public repository of structured organic reaction records. Starting materials: N(CC)CC (Et2NH), CC(C)(C)NCC(C=1C=CC(=C(N1)CO)O)O (pirbuterol). The solvent is CO (CH3OH). Product: OCC1=NC(=CC=C1O)C(CN)O (2-hydroxymethyl-3-hydroxy-6-(1-hydroxy-2-aminoethyl)pyridine). Reaction SMILES: N(CC)CC.CC([NH:10][CH2:11][CH:12]([OH:22])[C:13]1[CH:14]=[CH:15][C:16]([OH:21])=[C:17]([CH2:19][OH:20])[N:18]=1)(C)C>CO>[OH:20][CH2:19][C:17]1[C:16]([OH:21])=[CH:15][CH:14]=[C:13]([CH:12]([OH:22])[CH2:11][NH2:10])[N:18]=1. Reported procedure: A solution of 2.0 g., (0.005 mole) of 2-acetoxymethyl-3-acetoxy-6-(1-acetoxy-2-N-acetyl-tert-butylaminoethyl)pyridine in 50 ml. of methanol containing 1 ml. of concentrated hydrochloric acid was heated to reflux for 12 hours. The solvents were removed in vacuo and the residue recrystallized frcm ethyl acetate to give pirbuterol hydrochloride (900 mg., 58%) m.p. 172°-175° C. (dec.), NMR and tlc in 6:3:1 EtOAz: CH3OH: Et2NH identical to pirbuterol. Prolonged heating results in the formation of 2-h...